Dataset: the Open Reaction Database (ORD), a public repository of structured organic reaction records. Task: describe an organic reaction: reactants, conditions, products, and yield Reactants: [N+](=O)([O-])CC (nitroethane), [N+](=O)([O-])CC (nitroethane), [N+](=O)([O-])C(CNC(C)C)(CNC(C)C)C (2-nitro-2-methyl-1,3-di(isopropylamino)propane), C(C)(C)N (isopropylamine), C=O (paraformaldehyde). Conditions: time 4 hour. Reaction SMILES: [N+](CC)([O-])=O.C(N)(C)C.C=O.[N+:12]([C:15]([CH3:26])([CH2:21][NH:22][CH:23]([CH3:25])[CH3:24])[CH2:16][NH:17][CH:18]([CH3:20])[CH3:19])([O-])=O>CC(O)C>[NH2:12][C:15]([CH3:26])([CH2:16][NH:17][CH:18]([CH3:20])[CH3:19])[CH2:21][NH:22][CH:23]([CH3:25])[CH3:24]. Run in CC(C)O (i-PrOH). Yields the product NC(CNC(C)C)(CNC(C)C)C (2-amino-2-methyl-1,3-di(isopropylamino)propane). Procedure details: In a manner analogous to that described hereinabove, 1 mol of nitroethane is added slowly to 2 mols of isopropylamine to form the salt intermediate, and thereafter 2 mols of paraformaldehyde are slowly added to the salt with stirring which is continued for 4 hr. The conversion of the nitroethane to 2-nitro-2-methyl-1,3-di(isopropylamino)propane is in excess of 90 mol %. The reaction mixture is then diluted with 250 ml of i-PrOH and hydrogenated in a manner analogous to that described hereinabove...